From a dataset of the Open Reaction Database (ORD), a public repository of structured organic reaction records. describe an organic reaction: reactants, conditions, products, and yield Run at time 8 hour. Yields the product ClC1=C(C=CC2=C1C(N1[C@H](C=3N2C=NC3C(N)=NO)CC1)=O)F ((S)-8-chloro-7-fluoro-12,12a-dihydro-9-oxo-9H,11H-azeto[2,1-c]imidazo[1,5-a][1,4]benzodiazepine-1-carboxamidoxime). As a reaction SMILES: [Na].Cl.[NH2:3][OH:4].[Cl:5][C:6]1[C:11]2[C:12](=[O:24])[N:13]3[CH2:23][CH2:22][C@H:14]3[C:15]3[N:16]([CH:17]=[N:18][C:19]=3[C:20]#[N:21])[C:10]=2[CH:9]=[CH:8][C:7]=1[F:25]>CO>[Cl:5][C:6]1[C:11]2[C:12](=[O:24])[N:13]3[CH2:23][CH2:22][C@H:14]3[C:15]3[N:16]([CH:17]=[N:18][C:19]=3[C:20](=[N:3][OH:4])[NH2:21])[C:10]=2[CH:9]=[CH:8][C:7]=1[F:25] |f:1.2,^1:0|. Isolated yield 97.5%. Starting materials: Cl.NO (hydroxylamine hydrochloride), ClC1=C(C=CC2=C1C(N1[C@H](C=3N2C=NC3C#N)CC1)=O)F ((S)-8-chloro-7-fluoro-12,12a-dihydro-9-oxo-9H,11H-azeto[2,1-c]imidazo[1,5-a][1,4]benzodiazepine-1-carbonitrile), [Na] (sodium). Procedure details: 3.1 g (134.8 mmol) of sodium were dissolved in 140 ml of methanol. 10 g (145 mmol) of hydroxylamine hydrochloride and 28.6 g (94.5 mmol) of (S)-8-chloro-7-fluoro-12,12a-dihydro-9-oxo-9H,11H-azeto[2,1-c]imidazo[1,5-a][1,4]benzodiazepine-1-carbonitrile were added in succession at room temperature. The suspension was stirred at room temperature overnight, cooled to 0° during 30 min., the crystals were filtered off, suspended in 50 ml of water and filtered off. The methanol solution was concentrated... Run in CO (methanol). The reactants are Cl (hydrochloric acid), CO (methanol), C(C(C)C)[C@]12[C@H](CC[C@H]2[C@H]2[C@H](CC1)C=1CC=C(CC1CC2)OC)O (13β-isobutyl-3-methoxy-gona-2,5(10)-dien-17β-ol). The solvent is O (water), O (water). Product: C(C(C)C)[C@]12[C@H](CC[C@H]2[C@H]2[C@H](CC1)[C@H]1CCC(C=C1CC2)=O)O (13β-Isobutyl-17β-hydroxy-gon-4-en-3-one). RXN SMILES: Cl.CO.[CH2:4]([C@:8]12[CH2:16][CH2:15][C@@H:14]3[C:17]4[CH2:18][CH:19]=[C:20]([O:25]C)[CH2:21][C:22]=4[CH2:23][CH2:24][C@H:13]3[C@@H:12]1[CH2:11][CH2:10][C@@H:9]2[OH:27])[CH:5]([CH3:7])[CH3:6]>O>[CH2:4]([C@:8]12[CH2:16][CH2:15][C@@H:14]3[C@@H:17]4[C:22]([CH2:23][CH2:24][C@H:13]3[C@@H:12]1[CH2:11][CH2:10][C@@H:9]2[OH:27])=[CH:21][C:20](=[O:25])[CH2:19][CH2:18]4)[CH:5]([CH3:7])[CH3:6]. Reported procedure: Add to a mixture of concentrated hydrochloric acid (4.8 cc.), water (3.2 cc.) and methanol (.72 cc.) 13β-isobutyl-3-methoxy-gona-2,5(10)-dien-17β-ol (2.0 g.). Heat the resulting solution on a steam bath for 30 minutes with stirring. Cool to room temperature, dilute the solution with water (160 cc.) and extract with ether. Wash the ethereal solution with water, sodium bicarbonate, and water, dry over anhydrous sodium sulfate. Filter and remove the solvent under reduced pressure to give a gum. Rec... Reactants: C1CO1, CCOCC, [Cl-], N, [NH4+], [Na], O=[N+]([O-])[O-], CCC(CCN(C)C)c1ccncc1. Yields the product CN(C)CCC(CCO)c1ccncc1. As a reaction SMILES: [CH2:21]1[CH2:22][O:23]1.[CH3:26][CH2:27][O:28][CH2:29][CH3:30].[Cl-:24].[NH3:1].[NH4+:25].[Na:6].[O-:2][N+:3](=[O:4])[O-:5].[n:7]1[cH:8][cH:9][c:10]([CH:13]([CH2:14][CH2:15][N:16]([CH3:17])[CH3:18])[CH2:19][CH3:20])[cH:11][cH:12]1>>[n:7]1[cH:8][cH:9][c:10]([CH:13]([CH2:14][CH2:15][N:16]([CH3:17])[CH3:18])[CH2:19][CH2:20][OH:23])[cH:11][cH:12]1. Starting materials: CCOCC, CC1CC(=O)C=CO1, [Cu]I, [Li]C. Product: CC1CC(=O)CC(C)O1. As a reaction SMILES: [CH3:11][CH2:12][O:13][CH2:14][CH3:15].[CH3:3][CH:4]1[O:5][CH:6]=[CH:7][C:8](=[O:10])[CH2:9]1.[Cu:16][I:17].[Li:1][CH3:2]>>[CH3:2][CH:6]1[O:5][CH:4]([CH3:3])[CH2:9][C:8](=[O:10])[CH2:7]1. The reactants are CC(C)(C)N(C([O-])=O)[C@@H](C(=O)NC1=CC=C(C=C1)OC1=CC2=C(COC2)C=C1)C (1,1-dimethylethyl((1R)-2-{[4-(1,3-dihydro-2-benzofuran-5-yloxy)phenyl]amino}-1-methyl-2-oxoethyl)carbamate), CC(C)(C)N(C([O-])=O)[C@@H](C(=O)NC1=CC=C(C=C1)OC1=CC2=C(COC2)C=C1)C (1,1-dimethylethyl((1R)-2-{[4-(1,3-dihydro-2-benzofuran-5-yloxy)phenyl]amino}-1-methyl-2-oxoethyl)carbamate), C(=O)(C(F)(F)F)O (TFA). Run in ClCCl (dichloromethane). Reaction conditions: time 1 hour. Yields the product C1OCC2=C1C=CC(=C2)OC2=CC=C(C=C2)NC([C@H](N)C)=O (N1-[4-(1,3-dihydro-2-benzofuran-5-yloxy)phenyl]-D-alaninamide). Isolated yield 96.7%. As a reaction SMILES: CC([N:5]([C@H:9]([CH3:29])[C:10]([NH:12][C:13]1[CH:18]=[CH:17][C:16]([O:19][C:20]2[CH:28]=[CH:27][C:23]3[CH2:24][O:25][CH2:26][C:22]=3[CH:21]=2)=[CH:15][CH:14]=1)=[O:11])C(=O)[O-])(C)C.C(O)(C(F)(F)F)=O>ClCCl>[CH2:24]1[C:23]2[CH:27]=[CH:28][C:20]([O:19][C:16]3[CH:15]=[CH:14][C:13]([NH:12][C:10](=[O:11])[C@@H:9]([CH3:29])[NH2:5])=[CH:18][CH:17]=3)=[CH:21][C:22]=2[CH2:26][O:25]1. Procedure: A solution of 1,1-dimethylethyl((1R)-2-{[4-(1,3-dihydro-2-benzofuran-5-yloxy)phenyl]amino}-1-methyl-2-oxoethyl)carbamate (Intermediate 76, 130 mg, 0.326 mmol) and TFA (1 ml) in dichloromethane (4 ml) was stirred under argon at room temperature. The reaction mixture was stirred at room temperature for 1 hour. The mixture was concentrated and the residue was purified by SCX to afford the title compound (94 mg), which was directly used in the next step.